describe an organic reaction: reactants, conditions, products, and yield From a dataset of the Open Reaction Database (ORD), a public repository of structured organic reaction records. Starting materials: COC(=O)c1cc(Cl)ccc1NC(=O)COCC(=O)O, Nc1ccccc1-c1ccncc1. Product: COC(=O)c1cc(Cl)ccc1NC(=O)COCC(=O)Nc1ccccc1-c1ccncc1. Reaction SMILES: [Cl:14][c:15]1[cH:16][c:17]([C:30](=[O:31])[O:32][CH3:33])[c:18]([NH:21][C:22]([CH2:23][O:24][CH2:25][C:26](=[O:27])[OH:28])=[O:29])[cH:19][cH:20]1.[n:1]1[cH:2][cH:3][c:4](-[c:7]2[c:8]([NH2:13])[cH:9][cH:10][cH:11][cH:12]2)[cH:5][cH:6]1>>[n:1]1[cH:2][cH:3][c:4](-[c:7]2[c:8]([NH:13][C:26]([CH2:25][O:24][CH2:23][C:22]([NH:21][c:18]3[c:17]([C:30](=[O:31])[O:32][CH3:33])[cH:16][c:15]([Cl:14])[cH:20][cH:19]3)=[O:29])=[O:27])[cH:9][cH:10][cH:11][cH:12]2)[cH:5][cH:6]1. Reactants: ClC1=C(NC2=CC(CC(C2)(C)C)=O)C=CC=C1 (3-(2-chloroanilino)-5,5-dimethyl-2-cyclohexen-1-one), C=O (formaldehyde), Cl.N1CCCCC1 (piperidine hydrochloride). Reagents/catalysts: C(C)(=O)O (acetic acid). Solvent: 3o, CO (methanol). Run at time 1 hour. Product: Cl.ClC1=C(NC2=C(C(CC(C2)(C)C)=O)CN2CCCCC2)C=CC=C1 (3-(2-chloroanilino)-5,5-dimethyl-2-piperidinomethyl-2-cyclohexen-1-one hydrochloride). As a reaction SMILES: [Cl:1][C:2]1[CH:17]=[CH:16][CH:15]=[CH:14][C:3]=1[NH:4][C:5]1[CH2:10][C:9]([CH3:12])([CH3:11])[CH2:8][C:7](=[O:13])[CH:6]=1.[CH2:18]=O.Cl.[NH:21]1[CH2:26][CH2:25][CH2:24][CH2:23][CH2:22]1>CO.C(O)(=O)C>[ClH:1].[Cl:1][C:2]1[CH:17]=[CH:16][CH:15]=[CH:14][C:3]=1[NH:4][C:5]1[CH2:10][C:9]([CH3:12])([CH3:11])[CH2:8][C:7](=[O:13])[C:6]=1[CH2:18][N:21]1[CH2:26][CH2:25][CH2:24][CH2:23][CH2:22]1 |f:2.3,6.7|. Procedure: 12.5 Parts of 3-(2-chloroanilino)-5,5-dimethyl-2-cyclohexen-1-one is dissolved in 3o volume parts of methanol under warming and, then, to the resulting solution are added 4.5 parts of a 37 weight % aqueous solution of formaldehyde, 6.05 parts of piperidine hydrochloride and 2 drops of glacial acetic acid. The whole mixture is allowed to stand at room temperature for 1 hour, whereupon a yellow, clear solution is obtained. The methanol is distilled off under reduced pressure, and a small amount of... The reactants are NS(=O)(=O)C=1C(=CC(=C(C(=O)Cl)C1)NCC=1OC=CC1)Cl (5-(aminosulfonyl)-4-chloro-2-[(2-furanylmethyl)amino]benzoyl chloride), C=O (paraformaldehyde), ClCCl (dichloromethane). Conditions: temperature 90 celsius. Yields the product NS(=O)(=O)C=1C(=CC(=C(C(=O)OCCl)C1)NCC=1OC=CC1)Cl (chloromethyl 5-(aminosulfonyl)-4-chloro-2-[(2-furanylmethyl)amino]benzoate). Reaction SMILES: [NH2:1][S:2]([C:5]1[C:6]([Cl:21])=[CH:7][C:8]([NH:14][CH2:15][C:16]2[O:17][CH:18]=[CH:19][CH:20]=2)=[C:9]([CH:13]=1)[C:10](Cl)=[O:11])(=[O:4])=[O:3].C=[O:23].Cl[CH2:25][Cl:26]>>[NH2:1][S:2]([C:5]1[C:6]([Cl:21])=[CH:7][C:8]([NH:14][CH2:15][C:16]2[O:17][CH:18]=[CH:19][CH:20]=2)=[C:9]([CH:13]=1)[C:10]([O:23][CH2:25][Cl:26])=[O:11])(=[O:4])=[O:3]. Procedure: A mixture of 5-(aminosulfonyl)-4-chloro-2-[(2-furanylmethyl)amino]benzoyl chloride (13) (0.040 mole) and paraformaldehyde (0.040 mole) is heated in a sealed vessel at 90° C. for 3 hours. The reaction is cooled, and the solids is dissolved in dichloromethane. The solution is washed with 5% aqueous sodium bicarbonate, with water, and then with a saturated sodium chloride solution. The organic layer is dried over sodium sulfate, filtered and concentrated in vacuo to give crude product, which may be... Reactants: C(=O)C1=CC=C(C=C2C(NC(S2)=O)=O)C=C1 (5-(4-formylbenzylidene)-2,4-thiazolidinedione), ClC=1C(=C(C=CC1Cl)N)N (3,4-dichloro-1,2-phenylenediamine). The product is ClC1=C(C=CC=2N=C(NC21)C2=CC=C(C=C2)C=C2C(NC(S2)=O)=O)Cl (4,5-Dichloro-2-[4-[(2,4-dioxothiazolidin-5-ylidene)methyl]phenyl]benzimidazole). Reaction SMILES: [CH:1]([C:3]1[CH:16]=[CH:15][C:6]([CH:7]=[C:8]2[S:12][C:11](=[O:13])[NH:10][C:9]2=[O:14])=[CH:5][CH:4]=1)=O.[Cl:17][C:18]1[C:19]([NH2:26])=[C:20]([NH2:25])[CH:21]=[CH:22][C:23]=1[Cl:24]>>[Cl:17][C:18]1[C:19]2[NH:26][C:1]([C:3]3[CH:16]=[CH:15][C:6]([CH:7]=[C:8]4[S:12][C:11](=[O:13])[NH:10][C:9]4=[O:14])=[CH:5][CH:4]=3)=[N:25][C:20]=2[CH:21]=[CH:22][C:23]=1[Cl:24]. Reported procedure: 4,5-Dichloro-2-[4-[(2,4-dioxothiazolidin-5-ylidene)methyl]phenyl]benzimidazole was prepared from 5-(4-formylbenzylidene)-2,4-thiazolidinedione and 3,4-dichloro-1,2-phenylenediamine by following General Procedure 2. RXN SMILES: [N:1]1[CH:6]=[CH:5][CH:4]=[C:3]([CH:7]2[N:11]3[CH:12]=[CH:13][C:14]([C:15]([C:17]4[C:25]5[C:20](=[CH:21][C:22]([O:26][CH2:27][C:28]6[CH:33]=[CH:32][CH:31]=[CH:30][CH:29]=6)=[CH:23][CH:24]=5)[NH:19][CH:18]=4)=[O:16])=[C:10]3[CH2:9][S:8]2)[CH:2]=1.[H-].[Na+].Cl[C:37]([O:39][C:40]1[CH:45]=[CH:44][C:43]([N+:46]([O-:48])=[O:47])=[CH:42][CH:41]=1)=[O:38]>CN(C=O)C>[N:1]1[CH:6]=[CH:5][CH:4]=[C:3]([CH:7]2[N:11]3[CH:12]=[CH:13][C:14]([C:15]([C:17]4[C:25]5[C:20](=[CH:21][C:22]([O:26][CH2:27][C:28]6[CH:29]=[CH:30][CH:31]=[CH:32][CH:33]=6)=[CH:23][CH:24]=5)[N:19]([C:37]([O:39][C:40]5[CH:41]=[CH:42][C:43]([N+:46]([O-:48])=[O:47])=[CH:44][CH:45]=5)=[O:38])[CH:18]=4)=[O:16])=[C:10]3[CH2:9][S:8]2)[CH:2]=1 |f:1.2|. The solvent is CN(C)C=O (DMF). Reaction conditions: time 7 minute. Reported procedure: To a solution of 3-(pyridin-3-yl)-7-(6-phenylmethoxyindol-3-yl)carbonyl-1H,3H-pyrrolo[1,2-c]thiazole (200 mg, 0.443 mmol), prepared as in Example 4, in DMF (12 mL) was added NaH (60% oil dispersion, 19 mg, 0.465 mmol) and the reaction mixture was stirred for 7 min at ambient temperature. 4-nitrophenyl chloroformate (94 mg, 0.45 mmol) was added and the amber solution was stirred for two hours at ambient temperature. The reaction mixture was partitioned between H2O and ethyl acetate. The organic p... Starting materials: N1=CC(=CC=C1)C1SCC=2N1C=CC2C(=O)C2=CNC1=CC(=CC=C21)OCC2=CC=CC=C2 (3-(pyridin-3-yl)-7-(6-phenylmethoxyindol-3-yl)carbonyl-1H,3H-pyrrolo[1,2-c]thiazole), [H-].[Na+] (NaH), ClC(=O)OC1=CC=C(C=C1)[N+](=O)[O-] (4-nitrophenyl chloroformate). The product is N1=CC(=CC=C1)C1SCC=2N1C=CC2C(=O)C2=CN(C1=CC(=CC=C21)OCC2=CC=CC=C2)C(=O)OC2=CC=C(C=C2)[N+](=O)[O-] (3-(Pyridin-3-yl)-7-[1-(4-nitrophenoxycarbonyl)-6-phenylmethoxyindol-3-ylcarbonyl]-1H,3H-pyrrolo[1,2-c]thiazole).